From a dataset of the Open Reaction Database (ORD), a public repository of structured organic reaction records. describe an organic reaction: reactants, conditions, products, and yield Reactants: C(C)OC(=O)C1=CNC(=C1C)\C=C\1/C(NC2=CC=C(C(=C12)C#C[C@H]1NCCC1)F)=O ((S)-(Z)-5-[[5-Fluoro-2-oxo-4-[(pyrrolidin-2-yl)ethynyl]-1,2-dihydro-indol-3-ylidene]methyl]-4-methyl-1H-pyrrole-3-carboxylic acid ethyl ester), Cl (HCl). Run in O1CCOCC1 (dioxane). The product is Cl.C(C)OC(=O)C1=CNC(=C1C)\C=C\1/C(NC2=CC=C(C(=C12)C#C[C@H]1NCCC1)F)=O ((S)-(Z)-5-[[5-Fluoro-2-oxo-4-[(pyrrolidin-2-yl)ethynyl]-1,2-dihydro-indol-3-ylidene]methyl]-4-methyl-1H-pyrrole-3-carboxylic acid ethyl ester hydrochloride salt). RXN SMILES: [CH2:1]([O:3][C:4]([C:6]1[C:10]([CH3:11])=[C:9](/[CH:12]=[C:13]2\[C:14](=[O:30])[NH:15][C:16]3[C:21]\2=[C:20]([C:22]#[C:23][C@@H:24]2[CH2:28][CH2:27][CH2:26][NH:25]2)[C:19]([F:29])=[CH:18][CH:17]=3)[NH:8][CH:7]=1)=[O:5])[CH3:2].[ClH:31]>O1CCOCC1>[ClH:31].[CH2:1]([O:3][C:4]([C:6]1[C:10]([CH3:11])=[C:9](/[CH:12]=[C:13]2\[C:14](=[O:30])[NH:15][C:16]3[C:21]\2=[C:20]([C:22]#[C:23][C@@H:24]2[CH2:28][CH2:27][CH2:26][NH:25]2)[C:19]([F:29])=[CH:18][CH:17]=3)[NH:8][CH:7]=1)=[O:5])[CH3:2] |f:3.4|. Reported procedure: A solution of (S)-(Z)-5-[[5-Fluoro-2-oxo-4-[(pyrrolidin-2-yl)ethynyl]-1,2-dihydro-indol-3-ylidene]methyl]-4-methyl-1H-pyrrole-3-carboxylic acid ethyl ester (14 mg, 0.03 mmol) (from Example 121 above) in dioxane (10 mL) was treated with aqueous HCl under vigorous stirring. (S)-(Z)-5-[[5-Fluoro-2-oxo-4-[(pyrrolidin-2-yl)ethynyl]-1,2-dihydro-indol-3-ylidene]methyl]-4-methyl-1H-pyrrole-3-carboxylic acid ethyl ester hydrochloride salt was obtained upon lyophilization. (Yield 12 mg, 79%). The reactants are [Cu] (copper), [Ba] (barium), [OH-].[K+] (potassium hydroxide), C(C(=O)O)(=O)O (Oxalic acid), [OH-].[K+] (potassium hydroxide). Reagents/catalysts: [Y] (yttrium). Solvent: O (water). The product is C(C)(=O)[O-].[Cu+2].C(C)(=O)[O-] (Copper acetate). As a reaction SMILES: [C:1](O)(=O)[C:2]([OH:4])=[O:3].[OH-].[K+].[Cu:9].[Ba]>O.[Y]>[C:2]([O-:4])(=[O:3])[CH3:1].[Cu+2:9].[C:2]([O-:4])(=[O:3])[CH3:1] |f:1.2,7.8.9|. Procedure details: Oxalic acid (320 grams) and potassium hydroxide (270 grams) was dissolved in 600 milliliters of water. The resulting solution was added all at once to the copper, barium, yttrium solution previously formed with stirring. The pH was adjusted to 11.5 by adding a few millimeters of saturated potassium hydroxide solution. The solution was filtered, and the precipitate was washed and dried at 120° C. for 16 hours.